This data is from the Open Reaction Database (ORD), a public repository of structured organic reaction records. The task is: describe an organic reaction: reactants, conditions, products, and yield Reactants: C1CCC=2C(=CC=CC12)O (4-indanol), C[O-].[Na+] (sodium methoxide), [I-].[K+] (potassium iodide), BrC(C(=O)OC)C1=CC=C(C=C1)OC1=CC=C(C=C1)Cl (methyl α-bromo-α-[p-(p-chlorophenoxy)phenyl]acetate). Solvent: O (water), CO (methanol), C1=CC=CC=C1 (benzene). The product is C1CCC2=C(C=CC=C12)OC(C(=O)OC)C1=CC=C(C=C1)OC1=CC=C(C=C1)Cl (Methyl α-(4-indanyloxy)-α-[p-(p-chlorophenoxy)phenyl]acetate). RXN SMILES: [CH2:1]1[C:9]2[CH:8]=[CH:7][CH:6]=[C:5]([OH:10])[C:4]=2[CH2:3][CH2:2]1.C[O-].[Na+].[I-].[K+].Br[CH:17]([C:22]1[CH:27]=[CH:26][C:25]([O:28][C:29]2[CH:34]=[CH:33][C:32]([Cl:35])=[CH:31][CH:30]=2)=[CH:24][CH:23]=1)[C:18]([O:20][CH3:21])=[O:19]>CO.C1C=CC=CC=1.O>[CH2:1]1[C:9]2[C:4](=[C:5]([O:10][CH:17]([C:22]3[CH:27]=[CH:26][C:25]([O:28][C:29]4[CH:30]=[CH:31][C:32]([Cl:35])=[CH:33][CH:34]=4)=[CH:24][CH:23]=3)[C:18]([O:20][CH3:21])=[O:19])[CH:6]=[CH:7][CH:8]=2)[CH2:3][CH2:2]1 |f:1.2,3.4|. Procedure details: To a solution of 3.36 g of 4-indanol, 1.188 g of sodium methoxide and 50 mg of potassium iodide in 40 ml of methanol is added 7.11 g of methyl α-bromo-α-[p-(p-chlorophenoxy)phenyl]acetate in 10 ml of benzene. The mixture is refluxed overnight and then poured into 100 ml of water. The mixture is extracted with 2×75 ml of ether. The combined extracts are washed with 50 ml of 5% NaOH, 50 ml of water, 50 ml saturated brine, and dried (MgSO4). Evaporation of the solvent yields a yellow oil. Chromatog...